This data is from the Open Reaction Database (ORD), a public repository of structured organic reaction records. The task is: describe an organic reaction: reactants, conditions, products, and yield The reactants are Cl.C(C)O (hydrochloric acid ethanol), ClC=1N=C(N(C1Cl)CCCCN1CCC(=CC1)C1=CC=CC=C1)C (4,5-dichloro-2-methyl-1-[4-(4-phenyl-1,2,3,6-tetrahydro-1-pyridyl)butyl]-1H-imidazole). Run in C(C)O (ethanol). Yields the product Cl.ClC=1N=C(N(C1Cl)CCCCN1CCC(=CC1)C1=CC=CC=C1)C (4,5-dichloro-2-methyl-1-[4-(4-phenyl-1,2,3,6-tetrahydro-1-pyridyl)-butyl]-1H-imidazole hydrochloride). Yield: 189.2%. Reaction SMILES: Cl.C(O)C.[Cl:5][C:6]1[N:7]=[C:8]([CH3:28])[N:9]([CH2:12][CH2:13][CH2:14][CH2:15][N:16]2[CH2:21][CH:20]=[C:19]([C:22]3[CH:27]=[CH:26][CH:25]=[CH:24][CH:23]=3)[CH2:18][CH2:17]2)[C:10]=1[Cl:11]>C(O)C>[ClH:5].[Cl:5][C:6]1[N:7]=[C:8]([CH3:28])[N:9]([CH2:12][CH2:13][CH2:14][CH2:15][N:16]2[CH2:17][CH:18]=[C:19]([C:22]3[CH:27]=[CH:26][CH:25]=[CH:24][CH:23]=3)[CH2:20][CH2:21]2)[C:10]=1[Cl:11] |f:0.1,4.5|. Reported procedure: 2.5 ml of an 8.4N hydrochloric acid/ethanol solution are added to a solution, cooled in an ice bath, of 7.4 g (20.3 mmol) of 4,5-dichloro-2-methyl-1-[4-(4-phenyl-1,2,3,6-tetrahydro-1-pyridyl)butyl]-1H-imidazole in 15 ml of absolute ethanol. After a few minutes, a precipitate appears which is filtered, washed with cold ethanol and dried, 7.7 g (19.2 mmol) of 4,5-dichloro-2-methyl-1-[4-(4-phenyl-1,2,3,6-tetrahydro-1-pyridyl)-butyl]-1H-imidazole hydrochloride being obtained. The reactants are Cl.CN(CCCN=C=NCC)C (1-(3-dimethylaminopropyl)-3-ethylcarbodiimide hydrochloride), [N+]1(=CC=C(C=C1)C(=O)O)[O-] (pyridine-4-carboxylic acid N-oxide), O.ON1N=NC2=C1C=CC=C2 (1-hydroxybenzotriazole hydrate). Yields the product N1CCC(CC1)=C1C=2N(CCC3=C1C=CC=C3)C=CN2 (6,11-dihydro-11-(4-piperidinylidene)-5H-imidazo[2,1-b][3]benzazepine). Reaction SMILES: Cl.CN(C)[CH2:4][CH2:5][CH2:6][N:7]=[C:8]=[N:9][CH2:10][CH3:11].[N+:13]1([O-])[CH:18]=[CH:17][C:16]([C:19](O)=O)=[CH:15][CH:14]=1.O.ON1[C:29]2[CH:30]=C[CH:32]=[CH:33][C:28]=2N=N1>>[NH:13]1[CH2:18][CH2:17][C:16](=[C:19]2[C:30]3[CH:29]=[CH:28][CH:33]=[CH:32][C:4]=3[CH2:5][CH2:6][N:7]3[CH:11]=[CH:10][N:9]=[C:8]23)[CH2:15][CH2:14]1 |f:0.1,3.4|. Reported procedure: 6,11-dihydro-11-(4-piperidinylidene)-5H-imidazo[2,1-b][3]benzazepine (C) was prepared as described in Example 4. The Aldrich Chemical Company supplies 1-(3-dimethylaminopropyl)-3-ethylcarbodiimide hydrochloride, pyridine-4-carboxylic acid N-oxide, and 1-hydroxybenzotriazole hydrate. The reactants are C[Al](C)C, CCCCCC, CC(C)N, COC(=O)c1cc(OCc2c(-c3ccc(F)cc3)noc2CO)no1, C1COCCO1. Product: CC(C)NC(=O)c1cc(OCc2c(-c3ccc(F)cc3)noc2CO)no1. RXN SMILES: [CH3:1][Al:2]([CH3:3])[CH3:4].[CH3:34][CH2:35][CH2:36][CH2:37][CH2:38][CH3:39].[CH3:5][CH:6]([CH3:7])[NH2:8].[CH3:9][O:10][C:11](=[O:12])[c:13]1[cH:14][c:15]([O:18][CH2:19][c:20]2[c:21](-[c:27]3[cH:28][cH:29][c:30]([F:33])[cH:31][cH:32]3)[n:22][o:23][c:24]2[CH2:25][OH:26])[n:16][o:17]1.[O:40]1[CH2:41][CH2:42][O:43][CH2:44][CH2:45]1>>[CH3:5][CH:6]([CH3:7])[NH:8][C:11](=[O:10])[c:13]1[cH:14][c:15]([O:18][CH2:19][c:20]2[c:21](-[c:27]3[cH:28][cH:29][c:30]([F:33])[cH:31][cH:32]3)[n:22][o:23][c:24]2[CH2:25][OH:26])[n:16][o:17]1. Reaction conditions: temperature 0 celsius, time 1 hour. Yield: 70.2%. RXN SMILES: [CH2:1]([O:8][C:9]1[CH:14]=[CH:13][C:12]([C:15](=[O:17])[CH3:16])=[CH:11][C:10]=1[CH3:18])[C:2]1[CH:7]=[CH:6][CH:5]=[CH:4][CH:3]=1.CCN(C(C)C)C(C)C.FC(F)(F)S(O[Si](C)(C)C)(=O)=O.C1C(=O)N([Br:47])C(=O)C1>C(Cl)Cl>[CH2:1]([O:8][C:9]1[CH:14]=[CH:13][C:12]([C:15](=[O:17])[CH2:16][Br:47])=[CH:11][C:10]=1[CH3:18])[C:2]1[CH:3]=[CH:4][CH:5]=[CH:6][CH:7]=1. Reported procedure: To a solution of 1-(4-benzyloxy-3-methyl-phenyl)-ethanone (12.89 g; 53.1 mmol) in CH2Cl2 was added, dropwise, at 0° C., DIPEA (10.9 mL; 63.7 mmol) and trimethylsilyl trifluoromethanesulfonate (11.1 mL; 61.1 mmol). The resulting mixture was stirred at 0° C. for 1 hour, and subsequently, NBS (10.87 g; 61.1 mmol) was added in one portion. The mixture was allowed to warm to RT stirred overnight. Then the mixture was concentrated in vacuo, the residue dissolved in EtOAc, washed with water twice, and ... Solvent: C(Cl)Cl (CH2Cl2). The product is C(C1=CC=CC=C1)OC1=C(C=C(C=C1)C(CBr)=O)C (1-(4-benzyloxy-3-methyl-phenyl)-2-bromo-ethanone). The reactants are C1CC(=O)N(C1=O)Br (NBS), C(C1=CC=CC=C1)OC1=C(C=C(C=C1)C(C)=O)C (1-(4-benzyloxy-3-methyl-phenyl)-ethanone), FC(S(=O)(=O)O[Si](C)(C)C)(F)F (trimethylsilyl trifluoromethanesulfonate), CCN(C(C)C)C(C)C (DIPEA). Reactants: COC(=O)CC1CC(=O)c2cc(OCc3ccccc3)ccc21, CC1=CCC=CC1, CCO. Yields the product COC(=O)CC1CC(=O)c2cc(O)ccc21. As a reaction SMILES: [CH2:1]([c:2]1[cH:3][cH:4][cH:5][cH:6][cH:7]1)[O:8][c:9]1[cH:10][c:11]2[c:15]([cH:16][cH:17]1)[CH:14]([CH2:18][C:19](=[O:20])[O:21][CH3:22])[CH2:13][C:12]2=[O:23].[CH3:24][C:25]1=[CH:30][CH2:29][CH:28]=[CH:27][CH2:26]1.[CH3:31][CH2:32][OH:33]>>[OH:8][c:9]1[cH:10][c:11]2[c:15]([cH:16][cH:17]1)[CH:14]([CH2:18][C:19](=[O:20])[O:21][CH3:22])[CH2:13][C:12]2=[O:23]. Reactants: COc1cc2c(cc1C)OCCC2(C#N)O[Si](C)(C)C, C[Si](C)(C)Cl, [I-], [Na+], O. Product: COc1cc2c(cc1C)OCCC2C#N. RXN SMILES: [CH3:1][O:2][c:3]1[cH:4][c:5]2[c:10]([cH:11][c:12]1[CH3:13])[O:9][CH2:8][CH2:7][C:6]2([C:14]#[N:15])[O:16][Si:17]([CH3:18])([CH3:19])[CH3:20].[CH3:21][Si:22]([Cl:23])([CH3:24])[CH3:25].[I-:27].[Na+:26].[OH2:28]>>[CH3:1][O:2][c:3]1[cH:4][c:5]2[c:10]([cH:11][c:12]1[CH3:13])[O:9][CH2:8][CH2:7][CH:6]2[C:14]#[N:15]. The product is CSc1nccc(OCC(F)(F)F)n1. Starting materials: O=C([O-])[O-], CSc1nccc(Cl)n1, [K+], [K+], CN(C)C=O, O, OCC(F)(F)F. As a reaction SMILES: [C:10](=[O:11])([O-:12])[O-:13].[Cl:1][c:2]1[n:3][c:4]([S:8][CH3:9])[n:5][cH:6][cH:7]1.[K+:14].[K+:15].[O:22]=[CH:23][N:24]([CH3:25])[CH3:26].[OH2:27].[OH:16][CH2:17][C:18]([F:19])([F:20])[F:21]>>[c:2]1([O:16][CH2:17][C:18]([F:19])([F:20])[F:21])[n:3][c:4]([S:8][CH3:9])[n:5][cH:6][cH:7]1.